Dataset: the Open Reaction Database (ORD), a public repository of structured organic reaction records. Task: describe an organic reaction: reactants, conditions, products, and yield Reactants: CS(=O)(=O)c1ccc(Oc2ncnc3c2cnn3C2CCNCC2)cc1, CC(C)(C)COC(=O)Cl, O=C(O)C(F)(F)F, O. The product is CC(C)(C)COC(=O)N1CCC(n2ncc3c(Oc4ccc(S(C)(=O)=O)cc4)ncnc32)CC1. Reaction SMILES: [CH3:8][S:9](=[O:10])(=[O:11])[c:12]1[cH:13][cH:14][c:15]([O:16][c:17]2[c:18]3[c:19]([n:20][cH:21][n:22]2)[n:23]([CH:26]2[CH2:27][CH2:28][NH:29][CH2:30][CH2:31]2)[n:24][cH:25]3)[cH:32][cH:33]1.[Cl:34][C:35](=[O:36])[O:37][CH2:38][C:39]([CH3:40])([CH3:41])[CH3:42].[F:1][C:2]([F:3])([F:4])[C:5]([OH:6])=[O:7].[OH2:43]>>[CH3:8][S:9](=[O:10])(=[O:11])[c:12]1[cH:13][cH:14][c:15]([O:16][c:17]2[c:18]3[c:19]([n:20][cH:21][n:22]2)[n:23]([CH:26]2[CH2:27][CH2:28][N:29]([C:35](=[O:36])[O:37][CH2:38][C:39]([CH3:40])([CH3:41])[CH3:42])[CH2:30][CH2:31]2)[n:24][cH:25]3)[cH:32][cH:33]1. Starting materials: B, COc1ccc(OC)c2c1CC=C(C)C2, CCOC(C)=O, [Na+], C1CCOC1, C1CCOC1, [OH-], OO. Product: COc1ccc(OC)c2c1CC(C)C(O)C2. As a reaction SMILES: [BH3:21].[CH3:1][O:2][c:3]1[c:4]2[c:9]([c:10]([O:13][CH3:14])[cH:11][cH:12]1)[CH2:8][C:7]([CH3:15])=[CH:6][CH2:5]2.[CH3:31][CH2:32][O:33][C:34](=[O:35])[CH3:36].[Na+:23].[O:16]1[CH2:17][CH2:18][CH2:19][CH2:20]1.[O:26]1[CH2:27][CH2:28][CH2:29][CH2:30]1.[OH-:22].[OH:24][OH:25]>>[CH3:1][O:2][c:3]1[c:4]2[c:9]([c:10]([O:13][CH3:14])[cH:11][cH:12]1)[CH2:8][CH:7]([CH3:15])[CH:6]([OH:16])[CH2:5]2. Yields the product FC1=C(C(=O)NC=2SC(=C(N2)C2=CN=CO2)C2=CC(=CC=C2)C(F)(F)F)C(=CC=C1)F (2,6-Difluoro-N-(4-(oxazol-5-yl)-5-(3-(trifluoromethyl)phenyl)thiazol-2-yl)benzamide). Starting materials: FC1=C(C(=O)NC=2SC(=C(N2)C=O)C2=CC(=CC=C2)C(F)(F)F)C(=CC=C1)F (2,6-Difluoro-N-(4-formyl-5-(3-(trifluoromethyl)phenyl)thiazol-2-yl)benzamide), S(=O)(=O)(C1=CC=C(C)C=C1)C[N+]#[C-] (tosylmethyl isocyanide), C([O-])([O-])=O.[K+].[K+] (potassium carbonate). Yield: 72.4%. Procedure: Into a solution of Compound 67 (62 mg, 0.15 mmol) in 5 mL of dry methanol was added tosylmethyl isocyanide (35 mg, 0.18 mmol), followed by dry potassium carbonate (25 mg, 0.18 mmol). The reaction mixture was heated to 65° C. for 2 hours. The reaction mixture was dissolved in ethyl acetate, washed each with water and brine, dried (Na2SO4) and concentrated. The residue was purified by column chromatography on silica gel (eluted with 10-50% ethyl acetate in hexanes) to give Compound 76 (49 mg, 72%)... Run at temperature 65 celsius. As a reaction SMILES: [F:1][C:2]1[CH:27]=[CH:26][CH:25]=[C:24]([F:28])[C:3]=1[C:4]([NH:6][C:7]1[S:8][C:9]([C:14]2[CH:19]=[CH:18][CH:17]=[C:16]([C:20]([F:23])([F:22])[F:21])[CH:15]=2)=[C:10]([CH:12]=[O:13])[N:11]=1)=[O:5].S([CH2:39][N+:40]#[C-:41])(C1C=CC(C)=CC=1)(=O)=O.C(=O)([O-])[O-].[K+].[K+]>CO.C(OCC)(=O)C>[F:28][C:24]1[CH:25]=[CH:26][CH:27]=[C:2]([F:1])[C:3]=1[C:4]([NH:6][C:7]1[S:8][C:9]([C:14]2[CH:19]=[CH:18][CH:17]=[C:16]([C:20]([F:21])([F:22])[F:23])[CH:15]=2)=[C:10]([C:12]2[O:13][CH:41]=[N:40][CH:39]=2)[N:11]=1)=[O:5] |f:2.3.4|. The solvent is C(C)(=O)OCC (ethyl acetate), CO (methanol). Starting materials: 1-cyclopentyl-6-[(3,4-trans)-4-methyl-1-(pyridin-3-ylmethyl)pyrrolidin-3-yl]-1,5-dihydro-4H-pyrazolo[3,4-d]pyrimidin-4-one, C1(CCCC1)N1N=CC2=C1N=C(NC2=O)[C@@H]2CNC[C@H]2C (1-cyclopentyl-6-[(3S,4S)-4-methylpyrrolidin-3-yl]-1H-pyrazolo[3,4-d]pyrimidin-4(5H)-one), CN(C1=NC=CC(=N1)C=O)C (2-(dimethylamino)pyrimidine-4-carbaldehyde). Yields the product C1(CCCC1)N1N=CC2=C1N=C(NC2=O)[C@@H]2CN(C[C@H]2C)CC2=NC(=NC=C2)N(C)C (1-cyclopentyl-6-[(3S,4S)-1-{[2-(dimethylamino)pyrimidin-4-yl]methyl}-4-methylpyrrolidin-3-yl]-1,5-dihydro-4H-pyrazolo[3,4-d]pyrimidin-4-one). As a reaction SMILES: [CH:1]1([N:6]2[C:10]3[N:11]=[C:12]([C@H:16]4[C@H:20]([CH3:21])[CH2:19][NH:18][CH2:17]4)[NH:13][C:14](=[O:15])[C:9]=3[CH:8]=[N:7]2)[CH2:5][CH2:4][CH2:3][CH2:2]1.[CH3:22][N:23]([CH3:32])[C:24]1[N:29]=[C:28]([CH:30]=O)[CH:27]=[CH:26][N:25]=1>>[CH:1]1([N:6]2[C:10]3[N:11]=[C:12]([C@H:16]4[C@H:20]([CH3:21])[CH2:19][N:18]([CH2:30][C:28]5[CH:27]=[CH:26][N:25]=[C:24]([N:23]([CH3:32])[CH3:22])[N:29]=5)[CH2:17]4)[NH:13][C:14](=[O:15])[C:9]=3[CH:8]=[N:7]2)[CH2:5][CH2:4][CH2:3][CH2:2]1. Reported procedure: Following the procedure for the preparation of 1-cyclopentyl-6-[(3,4-trans)-4-methyl-1-(pyridin-3-ylmethyl)pyrrolidin-3-yl]-1,5-dihydro-4H-pyrazolo[3,4-d]pyrimidin-4-one but substituting 1-cyclopentyl-6-[(3S,4S)-4-methylpyrrolidin-3-yl]-1H-pyrazolo[3,4-d]pyrimidin-4(5H)-one and 2-(dimethylamino)pyrimidine-4-carbaldehyde provided the title compound. 400 MHz 1H NMR (CDCl3) δ 8.24-8.21 (m, 1H), 8.00-7.99 (m, 1H), 6.52-6.50 (m, 1H), 5.13-5.10 (m, 1H), 3.72-3.68 (m, 1H), 3.56-3.52 (m, 1H), 3.46-3.40 ... The reactants are CC(C)(C)OC(=O)N1CCC2(CC1)CN=C(Nc1ccc3ncnc(Nc4ccc(OCc5ccccn5)c(Cl)c4)c3c1)O2, ClCCl, O=C(O)C(F)(F)F. The product is Clc1cc(Nc2ncnc3ccc(NC4=NCC5(CCNCC5)O4)cc23)ccc1OCc1ccccn1. As a reaction SMILES: [C:1]([O:2][C:3](=[O:4])[N:8]1[CH2:9][CH2:10][C:11]2([CH2:12][N:13]=[C:14]([NH:16][c:17]3[cH:18][c:19]4[c:20]([NH:27][c:28]5[cH:29][c:30]([Cl:42])[c:31]([O:34][CH2:35][c:36]6[n:37][cH:38][cH:39][cH:40][cH:41]6)[cH:32][cH:33]5)[n:21][cH:22][n:23][c:24]4[cH:25][cH:26]3)[O:15]2)[CH2:43][CH2:44]1)([CH3:5])([CH3:6])[CH3:7].[CH2:52]([Cl:53])[Cl:54].[F:45][C:46]([F:47])([F:48])[C:49]([OH:50])=[O:51]>>[NH:8]1[CH2:9][CH2:10][C:11]2([CH2:12][N:13]=[C:14]([NH:16][c:17]3[cH:18][c:19]4[c:20]([NH:27][c:28]5[cH:29][c:30]([Cl:42])[c:31]([O:34][CH2:35][c:36]6[n:37][cH:38][cH:39][cH:40][cH:41]6)[cH:32][cH:33]5)[n:21][cH:22][n:23][c:24]4[cH:25][cH:26]3)[O:15]2)[CH2:43][CH2:44]1. Starting materials: NC=1C=C(C=CC1)C(CC)C=1C(OC2=CC=CC=C2C1O)=O (3-[1-(3-aminophenyl)propyl]-4 hydroxy-coumarin), C(C)S(=O)(=O)Cl (ethylsulfuryl chloride). The solvent is C(Cl)(Cl)Cl (chloroform), C(Cl)Cl (methylene chloride), N1=CC=CC=C1 (pyridine), C(Cl)Cl (methylene chloride). Conditions: time 18 hour. Yields the product OC1=C(C(OC2=CC=CC=C12)=O)C(CC)C=1C=C(C=CC1)NS(=O)(=O)CC (Ethanesulfonic acid (3-(1-(4-hydroxy-2-oxo-2H-chromen-3-yl)-propyl)-phenyl)-amide). As a reaction SMILES: [NH2:1][C:2]1[CH:3]=[C:4]([CH:8]([C:11]2[C:12](=[O:22])[O:13][C:14]3[C:19]([C:20]=2[OH:21])=[CH:18][CH:17]=[CH:16][CH:15]=3)[CH2:9][CH3:10])[CH:5]=[CH:6][CH:7]=1.[CH2:23]([S:25](Cl)(=[O:27])=[O:26])[CH3:24]>C(Cl)Cl.N1C=CC=CC=1.C(Cl)(Cl)Cl>[OH:21][C:20]1[C:19]2[C:14](=[CH:15][CH:16]=[CH:17][CH:18]=2)[O:13][C:12](=[O:22])[C:11]=1[CH:8]([C:4]1[CH:3]=[C:2]([NH:1][S:25]([CH2:23][CH3:24])(=[O:27])=[O:26])[CH:7]=[CH:6][CH:5]=1)[CH2:9][CH3:10]. Reported procedure: 14.75 mg of 3-[1-(3-aminophenyl)propyl]-4 hydroxy-coumarin is dissolved in 1 ml of methylene chloride with 8.1 microliters of pyridine added. To this solution, at room temperature with protection from moisture, is added 5.14 microliters of ethylsulfuryl chloride. The reaction is allowed to stir, at room temperature, for 18 hours. 5 ml of methylene chloride is added to the reaction mixture, the resulting mixture is washed twice with 1 ml of water, and the methylene chloride solution is separated,... Starting materials: F[B-](F)(F)F, CC(C)(C)OC(=O)NC(CC(=O)OCc1ccccc1)C(=O)O, CCN(C(C)C)C(C)C, ClCCl, NC(CCc1ccc(C(F)(F)F)cc1)C(=O)Nc1ccc2ncccc2c1, CN(C)C(On1nnc2ccccc21)=[N+](C)C. Yields the product CC(C)(C)OC(=O)NC(CC(=O)OCc1ccccc1)C(=O)NC(CCc1ccc(C(F)(F)F)cc1)C(=O)Nc1ccc2ncccc2c1. As a reaction SMILES: [B-:60]([F:61])([F:62])([F:63])[F:64].[CH2:1]([c:2]1[cH:3][cH:4][cH:5][cH:6][cH:7]1)[O:8][C:9]([CH2:10][CH:11]([C:12](=[O:13])[OH:14])[NH:15][C:16](=[O:17])[O:18][C:19]([CH3:20])([CH3:21])[CH3:22])=[O:23].[CH:24]([N:25]([CH2:26][CH3:27])[CH:28]([CH3:29])[CH3:30])([CH3:31])[CH3:32].[Cl:82][CH2:83][Cl:84].[NH2:33][CH:34]([C:35](=[O:36])[NH:37][c:38]1[cH:39][c:40]2[cH:41][cH:42][cH:43][n:44][c:45]2[cH:46][cH:47]1)[CH2:48][CH2:49][c:50]1[cH:51][cH:52][c:53]([C:56]([F:57])([F:58])[F:59])[cH:54][cH:55]1.[n:65]1([O:66][C:67]([N:68]([CH3:69])[CH3:70])=[N+:71]([CH3:72])[CH3:73])[c:74]2[cH:75][cH:76][cH:77][cH:78][c:79]2[n:80][n:81]1>>[CH2:1]([c:2]1[cH:3][cH:4][cH:5][cH:6][cH:7]1)[O:8][C:9]([CH2:10][CH:11]([C:12](=[O:14])[NH:33][CH:34]([C:35](=[O:36])[NH:37][c:38]1[cH:39][c:40]2[cH:41][cH:42][cH:43][n:44][c:45]2[cH:46][cH:47]1)[CH2:48][CH2:49][c:50]1[cH:51][cH:52][c:53]([C:56]([F:57])([F:58])[F:59])[cH:54][cH:55]1)[NH:15][C:16](=[O:17])[O:18][C:19]([CH3:20])([CH3:21])[CH3:22])=[O:23].